From a dataset of the Open Reaction Database (ORD), a public repository of structured organic reaction records. describe an organic reaction: reactants, conditions, products, and yield The reactants are CC(C)(C)[Si](OCC=1C=C(C=CC1)C1=CC(=CC(=C1)OC)CNC(OC(C)(C)C)=O)(C)C (1,1-dimethylethyl {[3′-({[(1,1-dimethylethyl)(dimethyl)silyl]oxy}methyl)-5-(methyloxy)-3-biphenylyl]methyl}carbamate), [N+](CCCC)(CCCC)(CCCC)CCCC.[F-] (nBu4NF). Solvent: C1CCOC1 (THF), C1CCOC1 (THF). Product: OCC=1C=C(C=CC1)C1=CC(=CC(=C1)OC)CNC(OC(C)(C)C)=O (1,1-Dimethylethyl {[3′-(hydroxymethyl)-5-(methyloxy)-3-biphenylyl]methyl}carbamate). The yield is 80.0%. RXN SMILES: CC([Si](C)(C)[O:6][CH2:7][C:8]1[CH:9]=[C:10]([C:14]2[CH:19]=[C:18]([O:20][CH3:21])[CH:17]=[C:16]([CH2:22][NH:23][C:24](=[O:30])[O:25][C:26]([CH3:29])([CH3:28])[CH3:27])[CH:15]=2)[CH:11]=[CH:12][CH:13]=1)(C)C.[N+](CCCC)(CCCC)(CCCC)CCCC.[F-]>C1COCC1>[OH:6][CH2:7][C:8]1[CH:9]=[C:10]([C:14]2[CH:19]=[C:18]([O:20][CH3:21])[CH:17]=[C:16]([CH2:22][NH:23][C:24](=[O:30])[O:25][C:26]([CH3:28])([CH3:27])[CH3:29])[CH:15]=2)[CH:11]=[CH:12][CH:13]=1 |f:1.2|. Procedure: To a solution of 1,1-dimethylethyl {[3′-({[(1,1-dimethylethyl)(dimethyl)silyl]oxy}methyl)-5-(methyloxy)-3-biphenylyl]methyl}carbamate (1.5 g, 3.28 mmol) in THF (20 mL), the solution of nBu4NF (0.94 g, 3.61 mmol) in THF (10 mL) was added, and then the mixture was stirred at room temperature over night. After the solvent was removed under reduced pressure, the residue was diluted with EtOAc (30 mL). The organic layer was washed with water (10 mL×2), brine (10 mL×2), and dried over Na2SO4. The prod... Starting materials: 10-L, C(C)OC(=O)C=1C(=C(NC1C)C(=O)OC(C)(C)C)C (3,5-dimethyl-1H-pyrrole-2,4-dicarboxylic acid 2-tertiary butyl ester 4-ethyl ester), Cl (HCl). The solvent is C(C)(C)O (isopropyl alcohol). Reaction conditions: temperature 47.5 celsius. Yields the product C(C)OC(=O)C1=C(NC=C1C)C (2,4-dimethyl-1H-pyrrole-3-carboxylic acid ethyl ester). Reaction SMILES: [CH2:1]([O:3][C:4]([C:6]1[C:7]([CH3:19])=[C:8](C(OC(C)(C)C)=O)[NH:9][C:10]=1[CH3:11])=[O:5])[CH3:2].Cl>C(O)(C)C>[CH2:1]([O:3][C:4]([C:6]1[C:7]([CH3:19])=[CH:8][NH:9][C:10]=1[CH3:11])=[O:5])[CH3:2]. Procedure: Into a 10-L four necked round-bottomed flask equipped with a mechanical stirrer, a thermometer pocket, gas bubbler and an air condenser, were charged 3,5-dimethyl-1H-pyrrole-2,4-dicarboxylic acid 2-tertiary butyl ester 4-ethyl ester (II) (1.5 Kg; 5.6 mole), isopropyl alcohol 4.5 L and stirred while Conc. HCl (2.2 L) was charged with the aid of addition funnel at 25-30° C. After addition, the temperature of the reaction mixture was raised to 45-50° C. and maintained at this temperature until the ... Reactants: C(C)(C)(C)OC(COC1=CC(=CC=C1)CN)=O ((3-aminomethyl-phenoxy)-acetic acid tert-butyl ester), S1C(=NC=C1)C1=CC=C(C=O)C=C1 (4-thiazol-2-yl-benzaldehyde). Solvent: C(C)N(CC)CC (triethylamine). The product is C(C)(C)(C)OC(COC1=CC(=CC=C1)CNCC1=CC=C(C=C1)C=1SC=CN1)=O ({3-[(4-Thiazol-2-yl-benzylamino)-methyl]-phenoxy}-acetic acid tert-butyl ester). Reaction SMILES: [C:1]([O:5][C:6](=[O:17])[CH2:7][O:8][C:9]1[CH:14]=[CH:13][CH:12]=[C:11]([CH2:15][NH2:16])[CH:10]=1)([CH3:4])([CH3:3])[CH3:2].[S:18]1[CH:22]=[CH:21][N:20]=[C:19]1[C:23]1[CH:30]=[CH:29][C:26]([CH:27]=O)=[CH:25][CH:24]=1>C(N(CC)CC)C>[C:1]([O:5][C:6](=[O:17])[CH2:7][O:8][C:9]1[CH:14]=[CH:13][CH:12]=[C:11]([CH2:15][NH:16][CH2:27][C:26]2[CH:25]=[CH:24][C:23]([C:19]3[S:18][CH:22]=[CH:21][N:20]=3)=[CH:30][CH:29]=2)[CH:10]=1)([CH3:4])([CH3:2])[CH3:3]. Procedure: The title compound of Step A was prepared from (3-aminomethyl-phenoxy)-acetic acid tert-butyl ester, of Preparation 20, and 4-thiazol-2-yl-benzaldehyde, of Preparation 25, following the procedure described in Example 3, Step A except no triethylamine was used. 1H NMR (400 MHz, CDCl3) δ 7.90 (d, 2H), 7.82 (d, 1H), 7.39 (d, 2H), 7.28 (d, 1H), 7.22 (m, 1H), 6.92 (m, 2H), 6.77 (m, 1H), 4.50 (s, 2H), 3.80 (s, 2H), 3.76 (s, 2H), 1.46 (s, 9H); MS 411 (M+1). The reactants are N1=CC=CC2=CC(=CC=C12)C1(CC1)C1=CN=C2N1N=C(C=N2)C2=CC=C(C=C2)C=2CCN(CC2)C(=O)OC(C)(C)C (tert-Butyl 4-{4-[7-(1-quinolin-6-ylcyclopropyl)imidazo[1,2-b][1,2,4]triazin-2-yl]phenyl}-3,6-dihydropyridine-1(2H)-carboxylate), Cl (hydrogen chloride). Run in O1CCOCC1 (1,4-dioxane). Run at time 2 hour. Yields the product Cl.N1CCC(=CC1)C1=CC=C(C=C1)C=1C=NC=2N(N1)C(=CN2)C2(CC2)C=2C=C1C=CC=NC1=CC2 (6-(1-{2-[4-(1,2,3,6-tetrahydropyridin-4-yl)phenyl]imidazo[1,2-b][1,2,4]triazin-7-yl}cyclopropyl)quinoline hydrochloride). RXN SMILES: [N:1]1[C:10]2[C:5](=[CH:6][C:7]([C:11]3([C:14]4[N:18]5[N:19]=[C:20]([C:23]6[CH:28]=[CH:27][C:26]([C:29]7[CH2:30][CH2:31][N:32](C(OC(C)(C)C)=O)[CH2:33][CH:34]=7)=[CH:25][CH:24]=6)[CH:21]=[N:22][C:17]5=[N:16][CH:15]=4)[CH2:13][CH2:12]3)=[CH:8][CH:9]=2)[CH:4]=[CH:3][CH:2]=1.[ClH:42]>O1CCOCC1>[ClH:42].[NH:32]1[CH2:33][CH:34]=[C:29]([C:26]2[CH:25]=[CH:24][C:23]([C:20]3[CH:21]=[N:22][C:17]4[N:18]([C:14]([C:11]5([C:7]6[CH:6]=[C:5]7[C:10](=[CH:9][CH:8]=6)[N:1]=[CH:2][CH:3]=[CH:4]7)[CH2:13][CH2:12]5)=[CH:15][N:16]=4)[N:19]=3)=[CH:28][CH:27]=2)[CH2:30][CH2:31]1 |f:3.4|. Procedure details: tert-Butyl 4-{4-[7-(1-quinolin-6-ylcyclopropyl)imidazo[1,2-b][1,2,4]triazin-2-yl]phenyl}-3,6-dihydropyridine-1(2H)-carboxylate (36.0 mg, 0.0661 mmol) was dissolved in 4M of hydrogen chloride in 1,4-dioxane (5.0 mL) and stirred at RT for 2 h. The volatiles were removed under vacuum and the residue was azeotropically washed with acetonitrile. The crude material was used in the next step. LCMS: (M+H)=445.0. Starting materials: CO, C[O-], CS, O=[N+]([O-])c1ccccc1CCl, [Na+], O. As a reaction SMILES: [CH3:17][OH:18].[CH3:1][O-:2].[CH3:4][SH:5].[N+:6](=[O:7])([O-:8])[c:9]1[c:10]([CH2:11][Cl:12])[cH:13][cH:14][cH:15][cH:16]1.[Na+:3].[OH2:19]>>[CH3:4][S:5][CH2:11][c:10]1[c:9]([N+:6](=[O:7])[O-:8])[cH:16][cH:15][cH:14][cH:13]1. Yields the product CSCc1ccccc1[N+](=O)[O-].